Dataset: the Open Reaction Database (ORD), a public repository of structured organic reaction records. Task: describe an organic reaction: reactants, conditions, products, and yield Reactants: CCO, NN, C1CCOC1, Cn1ncc(NC(=O)CN2C(=O)c3ccccc3C2=O)c1NC(c1ccccc1)(c1ccccc1)c1ccccc1, O. Yields the product Cn1ncc(NC(=O)CN)c1NC(c1ccccc1)(c1ccccc1)c1ccccc1. As a reaction SMILES: [CH3:45][CH2:46][OH:47].[NH2:2][NH2:3].[O:48]1[CH2:49][CH2:50][CH2:51][CH2:52]1.[O:4]=[C:5]1[N:6]([CH2:15][C:16](=[O:17])[NH:18][c:19]2[cH:20][n:21][n:22]([CH3:44])[c:23]2[NH:24][C:25]([c:26]2[cH:27][cH:28][cH:29][cH:30][cH:31]2)([c:32]2[cH:33][cH:34][cH:35][cH:36][cH:37]2)[c:38]2[cH:39][cH:40][cH:41][cH:42][cH:43]2)[C:13](=[O:14])[c:8]2[c:7]1[cH:12][cH:11][cH:10][cH:9]2.[OH2:1]>>[NH2:6][CH2:15][C:16](=[O:17])[NH:18][c:19]1[cH:20][n:21][n:22]([CH3:44])[c:23]1[NH:24][C:25]([c:26]1[cH:27][cH:28][cH:29][cH:30][cH:31]1)([c:32]1[cH:33][cH:34][cH:35][cH:36][cH:37]1)[c:38]1[cH:39][cH:40][cH:41][cH:42][cH:43]1.